From a dataset of the Open Reaction Database (ORD), a public repository of structured organic reaction records. describe an organic reaction: reactants, conditions, products, and yield Reactants: BrC1=C2CCN(CC2=CC=C1)C(=O)OC(C)(C)C (t-butyl 5-bromo-3,4-dihydroisoquinoline-2(1H)-carboxylate), C(CCC)[Sn](C1=NC=CC=C1)(CCCC)CCCC (tri-n-butyl(2-pyridyl)tin). The reagents and catalysts are C=1C=CC(=CC1)[P](C=2C=CC=CC2)(C=3C=CC=CC3)[Pd]([P](C=4C=CC=CC4)(C=5C=CC=CC5)C=6C=CC=CC6)([P](C=7C=CC=CC7)(C=8C=CC=CC8)C=9C=CC=CC9)[P](C=1C=CC=CC1)(C=1C=CC=CC1)C=1C=CC=CC1 (tetrakis(triphenylphosphine)palladium(0)). Run in O1CCOCC1 (dioxane). Conditions: temperature 110 celsius. Yields the product N1=C(C=CC=C1)C1=C2CCN(CC2=CC=C1)C(=O)OC(C)(C)C (tert-butyl 5-(pyridin-2-yl)-3,4-dihydroisoquinoline-2(1H)-carboxylate). Isolated yield 91.0%. As a reaction SMILES: Br[C:2]1[CH:11]=[CH:10][CH:9]=[C:8]2[C:3]=1[CH2:4][CH2:5][N:6]([C:12]([O:14][C:15]([CH3:18])([CH3:17])[CH3:16])=[O:13])[CH2:7]2.C([Sn](CCCC)(CCCC)[C:24]1[CH:29]=[CH:28][CH:27]=[CH:26][N:25]=1)CCC>O1CCOCC1.C1C=CC([P]([Pd]([P](C2C=CC=CC=2)(C2C=CC=CC=2)C2C=CC=CC=2)([P](C2C=CC=CC=2)(C2C=CC=CC=2)C2C=CC=CC=2)[P](C2C=CC=CC=2)(C2C=CC=CC=2)C2C=CC=CC=2)(C2C=CC=CC=2)C2C=CC=CC=2)=CC=1>[N:25]1[CH:26]=[CH:27][CH:28]=[CH:29][C:24]=1[C:2]1[CH:11]=[CH:10][CH:9]=[C:8]2[C:3]=1[CH2:4][CH2:5][N:6]([C:12]([O:14][C:15]([CH3:18])([CH3:17])[CH3:16])=[O:13])[CH2:7]2 |^1:47,49,68,87|. Procedure details: To a 350 mL sealable flask was added t-butyl 5-bromo-3,4-dihydroisoquinoline-2(1H)-carboxylate (3.67 g, 11.77 mmol) and tri-n-butyl(2-pyridyl)tin (5.2 g, 14.12 mmol. The mixture was dissolved in dioxane (100 mL) and tetrakis(triphenylphosphine)palladium(0) (2.72 g, 2.354 mmol) was added. The mixture was flushed with N2 and the flask was sealed and heated to 110° C. After heating the mixture for 65 h, the mixture was cooled to rt and was filtered through a pad of CELITE® to remove the solids. The...